Dataset: the Open Reaction Database (ORD), a public repository of structured organic reaction records. Task: describe an organic reaction: reactants, conditions, products, and yield The reactants are C(C1=CC=CC=C1)OC1=NC(=NC2=CC=C(C=C12)C(=O)O)N1CCS(C2=C(C1)C=CC=C2)=O (4-(benzyloxy)-2-(1-oxido-2,3-dihydro-1,4-benzothiazepin-4 (5H)-yl)quinazoline-6-carboxylic acid), O1CC(C1)(CN)CN (oxetane-3,3-diyldimethanamine). Run at temperature 170 celsius. Yields the product NCC1(COC1)CNC1=NC(=NC2=CC=C(C=C12)C(=O)O)N1CCS(C2=C(C1)C=CC=C2)=O (4-({[3-(Aminomethyl)oxetan-3-yl]methyl}amino)-2-(1-oxido-2,3-dihydro-1,4-benzothiazepin-4(5H)-yl)quinazoline-6-carboxylic acid). RXN SMILES: C(O[C:9]1[C:18]2[C:13](=[CH:14][CH:15]=[C:16]([C:19]([OH:21])=[O:20])[CH:17]=2)[N:12]=[C:11]([N:22]2[CH2:28][C:27]3[CH:29]=[CH:30][CH:31]=[CH:32][C:26]=3[S:25](=[O:33])[CH2:24][CH2:23]2)[N:10]=1)C1C=CC=CC=1.[O:34]1[CH2:37][C:36]([CH2:40][NH2:41])([CH2:38][NH2:39])[CH2:35]1>>[NH2:39][CH2:38][C:36]1([CH2:40][NH:41][C:9]2[C:18]3[C:13](=[CH:14][CH:15]=[C:16]([C:19]([OH:21])=[O:20])[CH:17]=3)[N:12]=[C:11]([N:22]3[CH2:28][C:27]4[CH:29]=[CH:30][CH:31]=[CH:32][C:26]=4[S:25](=[O:33])[CH2:24][CH2:23]3)[N:10]=2)[CH2:37][O:34][CH2:35]1. Procedure: A mixture of 4-(benzyloxy)-2-(1-oxido-2,3-dihydro-1,4-benzothiazepin-4 (5H)-yl)quinazoline-6-carboxylic acid (170 mg, 0.37 mmol) and oxetane-3,3-diyldimethanamine (128 mg, 1.11 mmol) was heated at 170° C. for 30 minutes. Then the reaction mixture was cooled to room temperature and purified by preparative HPLC to afford 4-({[3-(Aminomethyl)oxetan-3-yl]methyl}amino)-2-(1-oxido-2,3-dihydro-1,4-benzothiazepin-4(5H)-yl)quinazoline-6-carboxylic acid, MS obsd. (ESI+) [(M+H)+] 468, 1H NMR (400 MHz, DMSO... As a reaction SMILES: C(OC(C([C@@H:17]([CH2:48][CH:49]([CH3:51])[CH3:50])[C:18]([NH:20][N:21]([CH2:44][CH:45]([CH3:47])[CH3:46])[C:22](=[O:43])[C@@H:23]([CH3:42])[NH:24][C:25]([O:27][CH2:28][CH:29]1[C:41]2[CH:40]=[CH:39][CH:38]=[CH:37][C:36]=2[C:35]2[C:30]1=[CH:31][CH:32]=[CH:33][CH:34]=2)=[O:26])=[O:19])C/C=C/C1SC=CC=1)=O)(C)(C)C.Br>ClCCl.C(O)(=O)C>[CH2:44]([N:21]([C:22](=[O:43])[C@@H:23]([CH3:42])[NH:24][C:25]([O:27][CH2:28][CH:29]1[C:41]2[CH:40]=[CH:39][CH:38]=[CH:37][C:36]=2[C:35]2[C:30]1=[CH:31][CH:32]=[CH:33][CH:34]=2)=[O:26])[NH:20][C:18](=[O:19])[CH2:17][CH2:48][CH:49]([CH3:51])[CH3:50])[CH:45]([CH3:46])[CH3:47]. Solvent: ClCCl (dichloromethane), C(C)(=O)O (acetic acid). Procedure details: A solution of 1.04 g of (E)-2(R)-[1(RS)-[(tert.butyloxy)carbonyl]-4-(2-thienyl)-3-butenyl]-2′-isobutyl-2′-[N-(9-fluorenylmethyloxycarbonyl)-D-alanyl]-4-methylvalerohydrazide in 50 ml of dichloromethane was treated with 1.0 ml of a 33% solution of hydrogen bromide in acetic acid at −15° C. The mixture was stirred at this temperature for 1.5 hours and then washed with water and dried over anhydrous magnesium sulfate. Evaporation was followed by addition of hexane and filtration of the resulting pr... The product is C(C(C)C)N(NC(CCC(C)C)=O)C([C@H](NC(=O)OCC1C2=CC=CC=C2C=2C=CC=CC12)C)=O (2′-isobutyl-2′-[N-(9-fluorenylmethyloxycarbonyl)-D-alanyl]-4-methylvalerohydrazide). Reaction conditions: time 1.5 hour. Reactants: C(C)(C)(C)OC(=O)C(C\C=C\C=1SC=CC1)[C@H](C(=O)NN(C([C@H](NC(=O)OCC1C2=CC=CC=C2C=2C=CC=CC12)C)=O)CC(C)C)CC(C)C ((E)-2(R)-[1(RS)-[(tert.butyloxy)carbonyl]-4-(2-thienyl)-3-butenyl]-2′-isobutyl-2′-[N-(9-fluorenylmethyloxycarbonyl)-D-alanyl]-4-methylvalerohydrazide), solution, Br (hydrogen bromide). Reactants: C(C)(C)(C)OC(NC=1C=NC2=CC=C(C=C2C1)F)=O ((6-fluoro-quinolin-3-yl)-carbamic acid tert-butyl ester), FC(C(=O)O)(F)F (trifluoroacetic acid), O (water), resultant solution. Run in ClCCCl (1,2-dichloroethane). Yields the product FC=1C=C2C=C(C=NC2=CC1)N (6-Fluoro-quinolin-3-ylamine). As a reaction SMILES: C(OC(=O)[NH:7][C:8]1[CH:9]=[N:10][C:11]2[C:16]([CH:17]=1)=[CH:15][C:14]([F:18])=[CH:13][CH:12]=2)(C)(C)C.FC(F)(F)C(O)=O.O>ClCCCl>[F:18][C:14]1[CH:15]=[C:16]2[C:11](=[CH:12][CH:13]=1)[N:10]=[CH:9][C:8]([NH2:7])=[CH:17]2. Reported procedure: A solution of (6-fluoro-quinolin-3-yl)-carbamic acid tert-butyl ester (1.3 g, 4.95 mmol) in 1,2-dichloroethane (15 mL) was treated with trifluoroacetic acid (15 mL) and water (1 mL). The resultant solution was stirred at room temperature for 6 hours. The solvents were evaporated in vacuo, and the residue was triturated in diethyl ether. The solid was purified by flash chromatography using a gradient of 2 N ammonia in methanol (0% to 3%) in dichloromethane as the eluant, to give the product as a ... The product is C1(=CC=CC=C1)NC([C@@H](N(C(CCCC1=CC=CC=C1)=O)CP(=O)([C@H](C)NC([C@@H](NC([C@H]1N(CCC1)C(C)=O)=O)C)=O)O)CC(C)C)=O ([[Hydroxy[1(R)-[N-(N-acetyl-L-prolyl-L-alanyl)-amino]-ethyl]-phosphinyl]-methyl]-4-phenylbutanoyl-L-leucine N-phenylamide). Reactants: CO[P@@](=O)([C@H](C)NC([C@@H](NC([C@H]1N(CCC1)C(C)=O)=O)C)=O)CN([C@@H](CC(C)C)C(=O)[N-]C1=CC=CC=C1)C(CCCC1=CC=CC=C1)=O ([[(R,S)-Methoxy[1(R)-[N-(N-acetyl-L-prolyl-L-alanyl)-amino]-ethyl]-phosphinyl]methyl]-4-phenylbutanoyl-L-leucyl N-phenylamide), [OH-].[Na+] (sodium hydroxide). The solvent is CO (methanol). Reported procedure: A solution of [[(R,S)-Methoxy[1(R)-[N-(N-acetyl-L-prolyl-L-alanyl)-amino]-ethyl]-phosphinyl]methyl]-4-phenylbutanoyl-L-leucyl N-phenylamide (58 mg, 0.096 mmol) in methanol (0.5 mL) was treated with 2N aqueous sodium hydroxide (0.25 mL) for 4 hours at room temperature. The mixture was evaporated, dissolved in water, acidified to pH~1 with 2N hydrochloric acid, and extracted 4 times with ethyl acetate. The combined organic extracts were washed with saturated brine solution, dried (magnesium sulfat... RXN SMILES: C[O:2][P@:3]([CH2:23][N:24]([C:39](=[O:49])[CH2:40][CH2:41][CH2:42][C:43]1[CH:48]=[CH:47][CH:46]=[CH:45][CH:44]=1)[C@H:25]([C:30]([N-:32][C:33]1[CH:38]=[CH:37][CH:36]=[CH:35][CH:34]=1)=[O:31])[CH2:26][CH:27]([CH3:29])[CH3:28])([C@@H:5]([NH:7][C:8](=[O:22])[C@H:9]([CH3:21])[NH:10][C:11](=[O:20])[C@@H:12]1[CH2:16][CH2:15][CH2:14][N:13]1[C:17](=[O:19])[CH3:18])[CH3:6])=[O:4].[OH-].[Na+]>CO>[C:33]1([NH:32][C:30](=[O:31])[C@H:25]([CH2:26][CH:27]([CH3:29])[CH3:28])[N:24]([CH2:23][P:3]([OH:4])([C@@H:5]([NH:7][C:8](=[O:22])[C@H:9]([CH3:21])[NH:10][C:11](=[O:20])[C@@H:12]2[CH2:16][CH2:15][CH2:14][N:13]2[C:17](=[O:19])[CH3:18])[CH3:6])=[O:2])[C:39](=[O:49])[CH2:40][CH2:41][CH2:42][C:43]2[CH:48]=[CH:47][CH:46]=[CH:45][CH:44]=2)[CH:34]=[CH:35][CH:36]=[CH:37][CH:38]=1 |f:1.2|. Reactants: O=C(Cl)c1ccccc1, Nc1cc[nH]c(=O)n1, c1ccncc1. The product is O=C(Nc1cc[nH]c(=O)n1)c1ccccc1. As a reaction SMILES: [C:9]([c:10]1[cH:11][cH:12][cH:13][cH:14][cH:15]1)(=[O:16])[Cl:17].[NH2:1][c:2]1[cH:3][cH:4][nH:5][c:6](=[O:7])[n:8]1.[cH:18]1[cH:19][cH:20][n:21][cH:22][cH:23]1>>[NH:1]([c:2]1[cH:3][cH:4][nH:5][c:6](=[O:7])[n:8]1)[C:9]([c:10]1[cH:11][cH:12][cH:13][cH:14][cH:15]1)=[O:16]. Starting materials: O=C([O-])O, CCN(C(C)C)C(C)C, CS(=O)(=O)Cl, ClCCl, [Na+], CCC(O)c1ccccc1. Product: CCC(Cl)c1ccccc1. As a reaction SMILES: [C:28](=[O:29])([OH:30])[O-:31].[CH2:11]([N:12]([CH:13]([CH3:14])[CH3:15])[CH:16]([CH3:17])[CH3:18])[CH3:19].[CH3:20][S:21]([Cl:22])(=[O:23])=[O:24].[Cl:25][CH2:26][Cl:27].[Na+:32].[c:1]1([CH:7]([CH2:8][CH3:9])[OH:10])[cH:2][cH:3][cH:4][cH:5][cH:6]1>>[c:1]1([CH:7]([CH2:8][CH3:9])[Cl:22])[cH:2][cH:3][cH:4][cH:5][cH:6]1. Reactants: C1CCOC1, CCOC(C)=O, C[Si](C)(C)[N-][Si](C)(C)C, [Cl-], CC(C)c1nc2c(n1Cc1ccc(Cl)cc1)C(=O)CCCC2, [Li+], [NH4+]. Product: CCOC(=O)CC1(O)CCCCc2nc(C(C)C)n(Cc3ccc(Cl)cc3)c21. RXN SMILES: [CH2:41]1[O:42][CH2:43][CH2:44][CH2:45]1.[CH3:1][CH2:2][O:3][C:4]([CH3:5])=[O:6].[CH3:8][Si:9]([N-:10][Si:11]([CH3:12])([CH3:13])[CH3:14])([CH3:15])[CH3:16].[Cl-:39].[Cl:17][c:18]1[cH:19][cH:20][c:21]([CH2:24][n:25]2[c:26]([CH:36]([CH3:37])[CH3:38])[n:27][c:28]3[c:29]2[C:30](=[O:35])[CH2:31][CH2:32][CH2:33][CH2:34]3)[cH:22][cH:23]1.[Li+:7].[NH4+:40]>>[CH3:1][CH2:2][O:3][C:4]([CH2:5][C:30]1([OH:35])[c:29]2[n:25]([CH2:24][c:21]3[cH:20][cH:19][c:18]([Cl:17])[cH:23][cH:22]3)[c:26]([CH:36]([CH3:37])[CH3:38])[n:27][c:28]2[CH2:34][CH2:33][CH2:32][CH2:31]1)=[O:6]. Reactants: C(C=C)C1(CC1)S(=O)(=O)Cl (1-allyl-cyclopropanesulfonyl chloride), FC1=C(C(=C(C(=C1)F)F)NC1=C(C=C(C=C1)I)F)N (3,5,6-trifluoro-N1-(2-fluoro-4-iodophenyl)benzene-1,2-diamine). The product is FC=1C(=C(C(=CC1F)F)NS(=O)(=O)C1(CC1)CC=C)NC1=C(C=C(C=C1)I)F (1-Allyl-cyclopropanesulfonic acid [3,4,6-trifluoro-2-(2-fluoro-4-iodo-phenylamino)phenyl]-amide). RXN SMILES: [CH2:1]([C:4]1([S:7](Cl)(=[O:9])=[O:8])[CH2:6][CH2:5]1)[CH:2]=[CH2:3].[F:11][C:12]1[CH:17]=[C:16]([F:18])[C:15]([F:19])=[C:14]([NH:20][C:21]2[CH:26]=[CH:25][C:24]([I:27])=[CH:23][C:22]=2[F:28])[C:13]=1[NH2:29]>>[F:19][C:15]1[C:14]([NH:20][C:21]2[CH:26]=[CH:25][C:24]([I:27])=[CH:23][C:22]=2[F:28])=[C:13]([NH:29][S:7]([C:4]2([CH2:1][CH:2]=[CH2:3])[CH2:6][CH2:5]2)(=[O:9])=[O:8])[C:12]([F:11])=[CH:17][C:16]=1[F:18]. Procedure: According to the general procedure B, 1-allyl-cyclopropanesulfonyl chloride was reacted with 3,5,6-trifluoro-N1-(2-fluoro-4-iodophenyl)benzene-1,2-diamine to obtain the title product. 1H NMR (CDCl3, 300 MHz): δ 7.41 (dd, 1H), 7.38 (dd, 1H), 7.09 (s, 1H), 6.78 (m, 1H), 6.49 (m, 1H), 5.96 (s, 1H), 5.86 (m, 1H), 5.18 (d, 2H), 2.76 (d, 2H), 1.23 (m, 2H), 0.872 (m, 2H).